Dataset: the Open Reaction Database (ORD), a public repository of structured organic reaction records. Task: describe an organic reaction: reactants, conditions, products, and yield The reactants are Clc1nc2ccccc2o1, Nc1cc(C(F)(F)F)ccc1F, C1CCOC1. Yields the product Fc1ccc(C(F)(F)F)cc1Nc1nc2ccccc2o1. RXN SMILES: [Cl:1][c:2]1[o:3][c:4]2[c:5]([n:6]1)[cH:7][cH:8][cH:9][cH:10]2.[F:11][c:12]1[c:13]([NH2:14])[cH:15][c:16]([C:19]([F:20])([F:21])[F:22])[cH:17][cH:18]1.[O:23]1[CH2:24][CH2:25][CH2:26][CH2:27]1>>[c:2]1([NH:14][c:13]2[c:12]([F:11])[cH:18][cH:17][c:16]([C:19]([F:20])([F:21])[F:22])[cH:15]2)[o:3][c:4]2[c:5]([n:6]1)[cH:7][cH:8][cH:9][cH:10]2.